describe an organic reaction: reactants, conditions, products, and yield From a dataset of the Open Reaction Database (ORD), a public repository of structured organic reaction records. As a reaction SMILES: C([O-])(O)=O.[Na+].F[C:7]1[CH:12]=[CH:11][C:10]([C:13]([F:16])([F:15])[F:14])=[CH:9][C:8]=1[N+:17]([O-])=O.[CH3:20][N:21]([CH3:26])[CH2:22][CH2:23][CH2:24][OH:25].CC(C)([O-])C.[K+]>C1COCC1>[CH3:20][N:21]([CH3:26])[CH2:22][CH2:23][CH2:24][O:25][C:7]1[CH:12]=[CH:11][C:10]([C:13]([F:16])([F:15])[F:14])=[CH:9][C:8]=1[NH2:17] |f:0.1,4.5|. Procedure details: A suspension of NaHCO3 (3.9 g, 48 mmol), 1-fluoro-2-nitro-4-trifluoromethylbenzene (4.0 g, 19 mmol), and 3-dimethylamino-1-propanol (2.5 ml, 21 mmol) in 38 mL dry THF was heated with a reflux condenser under nitrogen for 12 h. The mixture was filtered through a fritted funnel into a flask. The solution was cooled to 0° C. and was treated with potassium tert-butoxide (2.4 g, 21 mmol) resulting in an orange solution. The solution was warmed to ambient temperature and was allowed to stir for 1 h. T... Solvent: C1CCOC1 (THF). Yields the product CN(CCCOC1=C(C=C(C=C1)C(F)(F)F)N)C (2-(3-(dimethylamino)propoxy)-5-(trifluoromethyl)benzenamine). Starting materials: CC(C)([O-])C.[K+] (potassium tert-butoxide), C(=O)(O)[O-].[Na+] (NaHCO3), FC1=C(C=C(C=C1)C(F)(F)F)[N+](=O)[O-] (1-fluoro-2-nitro-4-trifluoromethylbenzene), CN(CCCO)C (3-dimethylamino-1-propanol). Run at temperature 0 celsius, time 1 hour. Reactants: Cc1ccc(S(=O)(=O)Sc2cc(C)c(CO)cc2C(C)(C)C)cc1, O=C([O-])[O-], [K+], [K+], CN(C)C=O, Cc1csc(CCC2(C(C)C)CC(O)=CC(=O)O2)n1. Product: Cc1csc(CCC2(C(C)C)CC(O)=C(Sc3cc(C)c(CO)cc3C(C)(C)C)C(=O)O2)n1. As a reaction SMILES: [C:20]([CH3:21])([CH3:22])([CH3:23])[c:24]1[c:25]([S:33][S:34]([c:35]2[cH:36][cH:37][c:38]([CH3:39])[cH:40][cH:41]2)(=[O:42])=[O:43])[cH:26][c:27]([CH3:32])[c:28]([CH2:30][OH:31])[cH:29]1.[C:44](=[O:45])([O-:46])[O-:47].[K+:48].[K+:49].[O:50]=[CH:51][N:52]([CH3:53])[CH3:54].[OH:1][C:2]1=[CH:3][C:4](=[O:19])[O:5][C:6]([CH2:8][CH2:9][c:10]2[s:11][cH:12][c:13]([CH3:15])[n:14]2)([CH:16]([CH3:17])[CH3:18])[CH2:7]1>>[OH:1][C:2]1=[C:3]([S:33][c:25]2[c:24]([C:20]([CH3:21])([CH3:22])[CH3:23])[cH:29][c:28]([CH2:30][OH:31])[c:27]([CH3:32])[cH:26]2)[C:4](=[O:19])[O:5][C:6]([CH2:8][CH2:9][c:10]2[s:11][cH:12][c:13]([CH3:15])[n:14]2)([CH:16]([CH3:17])[CH3:18])[CH2:7]1. Reactants: CI (Methyl iodide), FC1=CC=C(C=C1)C=1C(NC(=NC1C1=CC=NC=C1)CCCCC1=CC=CC=C1)=O (5-(4-fluorophenyl)-2-(4-phenylbutyl)-6-(4-pyridyl)-4(3H)-pyrimidinone), C([O-])([O-])=O.[K+].[K+] (potassium carbonate). Run in CN(C=O)C (N,N-dimethylformamide). Reaction conditions: time 75 minute. The product is FC1=CC=C(C=C1)C=1C(N(C(=NC1C1=CC=NC=C1)CCCCC1=CC=CC=C1)C)=O (5-(4-Fluorophenyl)-3-methyl-2-(4-phenylbutyl)-6-(4-pyridyl)-4(3H)-pyrimidinone). RXN SMILES: CI.[F:3][C:4]1[CH:9]=[CH:8][C:7]([C:10]2[C:11](=[O:32])[NH:12][C:13]([CH2:22][CH2:23][CH2:24][CH2:25][C:26]3[CH:31]=[CH:30][CH:29]=[CH:28][CH:27]=3)=[N:14][C:15]=2[C:16]2[CH:21]=[CH:20][N:19]=[CH:18][CH:17]=2)=[CH:6][CH:5]=1.[C:33](=O)([O-])[O-].[K+].[K+]>CN(C)C=O>[F:3][C:4]1[CH:9]=[CH:8][C:7]([C:10]2[C:11](=[O:32])[N:12]([CH3:33])[C:13]([CH2:22][CH2:23][CH2:24][CH2:25][C:26]3[CH:27]=[CH:28][CH:29]=[CH:30][CH:31]=3)=[N:14][C:15]=2[C:16]2[CH:17]=[CH:18][N:19]=[CH:20][CH:21]=2)=[CH:6][CH:5]=1 |f:2.3.4|. Procedure: Methyl iodide (22μ1, 0.351 mmol) was added to a stirring mixture of 5-(4-fluorophenyl)-2-(4-phenylbutyl)-6-(4-pyridyl)-4(3H)-pyrimidinone (140 mg, 0.351 mmol) and potassium carbonate (49 mg, 0.351 mmol) in N,N-dimethylformamide (5 ml). After 75 min, it was evaporated and the resultant product purified on a silica gel column (hexane-acetone=3:1; 2:1) to provide the title compound. MS (m/z): 414.3 (M+H)+; C26H24FN3O requir. 413.5.